Dataset: the Open Reaction Database (ORD), a public repository of structured organic reaction records. Task: describe an organic reaction: reactants, conditions, products, and yield The reactants are C(O)([O-])=O.[Na+] (sodium hydrogen carbonate), [C@@H]1([C@H](O)[C@@H](O)[C@H](O)[C@H](O1)CO)OC1=C(C(=CC=C1)O)C(CCC1=CC2=C(OC=C2)C=C1)=O (2'-(β-D-glucopyranosyloxy)-6'-hydroxy-3-(5-benzo[b]furanyl)propiophenone), C(C)OCC(=O)O (ethoxyacetic acid), C1COC(=O)N1P(=O)(N2CCOC2=O)Cl (N,N-bis(2-oxo-3-oxazolidinyl)phosphinic chloride). Solvent: C(Cl)(Cl)Cl (chloroform), N1=CC=CC=C1 (pyridine). Reaction conditions: time 19 hour. Product: C(C)OCC(=O)OC[C@@H]1[C@H]([C@@H]([C@H]([C@@H](O1)OC1=C(C(=CC=C1)O)C(CCC1=CC2=C(OC=C2)C=C1)=O)O)O)O (2'-(6-O-ethoxyacetyl-β-D-glucopyranosyloxy)-6'-hydroxy-3-(5-benzo[b]furanyl)propiophenone). The yield is 35.5%. As a reaction SMILES: [C@@H:1]1([O:12][C:13]2[CH:18]=[CH:17][CH:16]=[C:15]([OH:19])[C:14]=2[C:20](=[O:32])[CH2:21][CH2:22][C:23]2[CH:31]=[CH:30][C:26]3[O:27][CH:28]=[CH:29][C:25]=3[CH:24]=2)[O:9][C@H:8]([CH2:10][OH:11])[C@@H:6]([OH:7])[C@H:4]([OH:5])[C@H:2]1[OH:3].[CH2:33]([O:35][CH2:36][C:37](O)=[O:38])[CH3:34].C1N(P(Cl)(N2C(=O)OCC2)=O)C(=O)OC1.C(=O)([O-])O.[Na+]>N1C=CC=CC=1.C(Cl)(Cl)Cl>[CH2:33]([O:35][CH2:36][C:37]([O:11][CH2:10][C@H:8]1[O:9][C@@H:1]([O:12][C:13]2[CH:18]=[CH:17][CH:16]=[C:15]([OH:19])[C:14]=2[C:20](=[O:32])[CH2:21][CH2:22][C:23]2[CH:31]=[CH:30][C:26]3[O:27][CH:28]=[CH:29][C:25]=3[CH:24]=2)[C@H:2]([OH:3])[C@@H:4]([OH:5])[C@@H:6]1[OH:7])=[O:38])[CH3:34] |f:3.4|. Procedure: To a solution of 2'-(β-D-glucopyranosyloxy)-6'-hydroxy-3-(5-benzo[b]furanyl)propiophenone (889 mg) and ethoxyacetic acid (250 mg) in pyridine (25 ml) is added N,N-bis(2-oxo-3-oxazolidinyl)phosphinic chloride (1527 mg) under ice-cooling, and the mixture is stirred at room temperature for 19 hours. To the reaction solution are added a saturated aqueous sodium hydrogen carbonate solution and chloroform, and the mixture is stirred. The organic layer is collected, washed with water, dried, and evapor... Reactants: FC=1C=C(C=CC1C(F)(F)F)C(CC(C(F)(F)F)=O)=O (1-(3-fluoro-4-trifluoromethyl-phenyl)-4,4,4-trifluoro-butane-1,3-dione), 3-fluoro-4-trifluoromethyl-acetophenone, NC1=NNC=C1C1=CC=NC=C1 (3-amino-4-(4-pyridinyl)-pyrazole). Product: FC=1C=C(C=CC1C(F)(F)F)C1=NC=2N(C(=C1)C(F)(F)F)N=CC2C2=CC=NC=C2 (5-(3-Fluoro-4-trifluoromethyl-phenyl)-3-pyridin-4-yl-7-trifluoromethyl-pyrazolo[1,5-a]pyrimidine). The yield is 43.2%. As a reaction SMILES: [F:1][C:2]1[CH:3]=[C:4]([C:12](=O)[CH2:13][C:14](=O)[C:15]([F:18])([F:17])[F:16])[CH:5]=[CH:6][C:7]=1[C:8]([F:11])([F:10])[F:9].[NH2:21][C:22]1[C:26]([C:27]2[CH:32]=[CH:31][N:30]=[CH:29][CH:28]=2)=[CH:25][NH:24][N:23]=1>>[F:1][C:2]1[CH:3]=[C:4]([C:12]2[CH:13]=[C:14]([C:15]([F:18])([F:17])[F:16])[N:23]3[N:24]=[CH:25][C:26]([C:27]4[CH:32]=[CH:31][N:30]=[CH:29][CH:28]=4)=[C:22]3[N:21]=2)[CH:5]=[CH:6][C:7]=1[C:8]([F:11])([F:10])[F:9]. Procedure details: Reaction of 1-(3-fluoro-4-trifluoromethyl-phenyl)-4,4,4-trifluoro-butane-1,3-dione (151 mg, 0.5 mmol), prepared from commercially available 3-fluoro-4-trifluoromethyl-acetophenone according to general procedure A, and 3-amino-4-(4-pyridinyl)-pyrazole [CAS No. 216661-87-9; prepared from 4-cyanomethyl-pyridine as described in Bioorg. Med. Chem. Lett. 12 (2002) 3537-3541] (80 mg, 0.5 mmol) according to general procedure B yielded the title compound as a yellow solid (92 mg, 43%). MS (ISP) 427.0 [(M... As a reaction SMILES: [CH2:1]([C:2]#[CH:3])[CH:4]1[CH2:5][CH2:6][N:7]([C:10](=[O:11])[O:12][c:13]2[cH:14][cH:15][c:16]([C:19](=[O:20])[O:21][CH3:22])[cH:17][cH:18]2)[CH2:8][CH2:9]1.[I:23][c:24]1[n:25][c:26]([NH2:42])[c:27]2[n:28][cH:29][n:30]([CH:31]3[CH:32]([OH:33])[CH:34]([OH:35])[CH:36]([CH2:37][OH:38])[O:39]3)[c:40]2[n:41]1>>[CH2:1]([C:2]#[C:3][c:24]1[n:25][c:26]([NH2:42])[c:27]2[n:28][cH:29][n:30]([CH:31]3[CH:32]([OH:33])[CH:34]([OH:35])[CH:36]([CH2:37][OH:38])[O:39]3)[c:40]2[n:41]1)[CH:4]1[CH2:5][CH2:6][N:7]([C:10](=[O:11])[O:12][c:13]2[cH:14][cH:15][c:16]([C:19](=[O:20])[O:21][CH3:22])[cH:17][cH:18]2)[CH2:8][CH2:9]1. Yields the product COC(=O)c1ccc(OC(=O)N2CCC(CC#Cc3nc(N)c4ncn(C5OC(CO)C(O)C5O)c4n3)CC2)cc1. Reactants: C#CCC1CCN(C(=O)Oc2ccc(C(=O)OC)cc2)CC1, Nc1nc(I)nc2c1ncn2C1OC(CO)C(O)C1O. Reactants: C(#N)C1=COC2=C(C1=O)C=C(C(=C2)NS(=O)(=O)C)OC2=C(C=CC=C2)F (3-cyano-6-(2-fluorophenoxy)-7-methylsulfonylamino-4H-1-benzopyran-4-one), C(=O)O (formic acid). Run in Cl (hydrogen chloride). Conditions: time 24 hour. Product: C(N)(=O)C1=COC2=C(C1=O)C=C(C(=C2)NS(=O)(=O)C)OC2=C(C=CC=C2)F (3-carbamoyl-6-(2-fluorophenoxy)-7-methylsulfonylamino-4H-1-benzopyran-4-one). Isolated yield 65.0%. Reaction SMILES: [C:1]([C:3]1[C:8](=[O:9])[C:7]2[CH:10]=[C:11]([O:19][C:20]3[CH:25]=[CH:24][CH:23]=[CH:22][C:21]=3[F:26])[C:12]([NH:14][S:15]([CH3:18])(=[O:17])=[O:16])=[CH:13][C:6]=2[O:5][CH:4]=1)#[N:2].C(O)=[O:28]>Cl>[C:1]([C:3]1[C:8](=[O:9])[C:7]2[CH:10]=[C:11]([O:19][C:20]3[CH:25]=[CH:24][CH:23]=[CH:22][C:21]=3[F:26])[C:12]([NH:14][S:15]([CH3:18])(=[O:17])=[O:16])=[CH:13][C:6]=2[O:5][CH:4]=1)(=[O:28])[NH2:2]. Procedure details: 3.73 g of 3-cyano-6-(2-fluorophenoxy)-7-methylsulfonylamino-4H-1-benzopyran-4-one was dissolved in 100 ml of formic acid saturated with hydrogen chloride. The mixture was stirred for 24 hours at 25°-30° C. The solvent was removed by distillation under reduced pressure. The residue was mixed with 100 ml of water. The resulting crystal was collected by filtration and recrystallized from acetic acid to obtain 2.54 g (yield: 65%) of 3-carbamoyl-6-(2-fluorophenoxy)-7-methylsulfonylamino-4H-1-benzopyr... Procedure details: A mixture of 3-(3,4-difluorophenyl)-1-(2-hydroxyphenyl)-5-(naphthalen-2-yl)-1,5-pentanedione on Wang resin (2.0 g, 1.76 mmol), NH4OAc (1.0 g), and ACOH (1.5 mL) in dimethylformamide (40 mL) was heated at 100° C. for 18 h. The resin was filtered, and washed with dimethylformamide (×2) and alternating MeOH and CH2Cl2 (×5), and dried under high vacuum overnight. The dried resin was treated with 50% TFA/CH2Cl2 (15 mL) for 1 h. After filtration of the reaction mixture, the filtrate was concentrated t... Run at temperature 100 celsius. Reactants: FC=1C=C(C=CC1F)C(CC(=O)C1=C(C=CC=C1)O)CC(=O)C1=CC2=CC=CC=C2C=C1 (3-(3,4-difluorophenyl)-1-(2-hydroxyphenyl)-5-(naphthalen-2-yl)-1,5-pentanedione), resin, NH4OAc, CN(C=O)C (dimethylformamide). The product is FC=1C=C(C=CC1F)C1=CC(=NC(=C1)C1=CC2=CC=CC=C2C=C1)C1=C(C=CC=C1)O (2-[4-(3,4-difluoro-phenyl)-6-naphthalen-2-yl-pyridin-2-yl]-phenol). As a reaction SMILES: [F:1][C:2]1[CH:3]=[C:4]([CH:9]([CH2:20][C:21]([C:23]2[CH:32]=[CH:31][C:30]3[C:25](=[CH:26][CH:27]=[CH:28][CH:29]=3)[CH:24]=2)=O)[CH2:10][C:11]([C:13]2[CH:18]=[CH:17][CH:16]=[CH:15][C:14]=2[OH:19])=O)[CH:5]=[CH:6][C:7]=1[F:8].C[N:34](C)C=O>>[F:1][C:2]1[CH:3]=[C:4]([C:9]2[CH:20]=[C:21]([C:23]3[CH:32]=[CH:31][C:30]4[C:25](=[CH:26][CH:27]=[CH:28][CH:29]=4)[CH:24]=3)[N:34]=[C:11]([C:13]3[CH:18]=[CH:17][CH:16]=[CH:15][C:14]=3[OH:19])[CH:10]=2)[CH:5]=[CH:6][C:7]=1[F:8]. The reactants are Cl (HCl), CO (MeOH), [Li+].[OH-] (LiOH), C(C=C)OC(C(CC=1N(C2=CC=C(C=C2C1SC(C)(C)C)OCC=1N=CC2=CC=CC=C2C1)CC1=CC=C(C=C1)Cl)(C)C)=O (3-[1-(4-Chlorobenzyl)-3-(t-butylthio)-5-(isoquinolin-3-ylmethoxy)indol-2-yl]-2,2-dimethylpropanoic acid allyl ester). The solvent is C1CCOC1 (THF). The product is ClC1=CC=C(CN2C(=C(C3=CC(=CC=C23)OCC=2N=CC3=CC=CC=C3C2)SC(C)(C)C)CC(C(=O)O)(C)C)C=C1 (3-[1-(4-Chlorobenzyl)-3-(t-butylthio)-5-(isoquinolin-3-ylmethoxy)indol-2-yl]-2,2-dimethylpropanoic acid). Yield: 77.4%. As a reaction SMILES: C([O:4][C:5](=[O:44])[C:6]([CH3:43])([CH3:42])[CH2:7][C:8]1[N:9]([CH2:34][C:35]2[CH:40]=[CH:39][C:38]([Cl:41])=[CH:37][CH:36]=2)[C:10]2[C:15]([C:16]=1[S:17][C:18]([CH3:21])([CH3:20])[CH3:19])=[CH:14][C:13]([O:22][CH2:23][C:24]1[N:25]=[CH:26][C:27]3[C:32]([CH:33]=1)=[CH:31][CH:30]=[CH:29][CH:28]=3)=[CH:12][CH:11]=2)C=C.CO.[Li+].[OH-].Cl>C1COCC1>[Cl:41][C:38]1[CH:37]=[CH:36][C:35]([CH2:34][N:9]2[C:10]3[C:15](=[CH:14][C:13]([O:22][CH2:23][C:24]4[N:25]=[CH:26][C:27]5[C:32]([CH:33]=4)=[CH:31][CH:30]=[CH:29][CH:28]=5)=[CH:12][CH:11]=3)[C:16]([S:17][C:18]([CH3:21])([CH3:19])[CH3:20])=[C:8]2[CH2:7][C:6]([CH3:43])([CH3:42])[C:5]([OH:44])=[O:4])=[CH:40][CH:39]=1 |f:2.3|. Reported procedure: The compound from Step 1 (174 mg) was dissolved in THF (5 mL), MeOH (3 mL), 1N LiOH (1.3 mL) and heated at 65° C. for 1 hr. After cooling to r.t., the mixture was acidified with 1N HCl and extracted with EtOAc. The organic layer was washed with brine, dried over MgSO4, filtered, and evaporated to dryness. The residue was purified by silica gel chromatography eluting first with 1:1 EtOAc/hexane and followed by the addition of 5% HOAc to this solvent. The title compound (126 mg), was obtained as a...